From a dataset of the Open Reaction Database (ORD), a public repository of structured organic reaction records. describe an organic reaction: reactants, conditions, products, and yield Procedure details: Compound 7 was prepared following general synthetic scheme 7 wherein (5-(trifluoromethyl)-pyridin-2-yl)methanamine was reacted with 4-hydroxybenzo[d][1,2,3]-triazine-8-carboxamide to give the title compound. LC-MS [349 (M+1)], 1H NMR (400 MHz, DMSO-d): δ 9.50 (t, 1H), 9.35 (s, 1H), 8.93 (s, 1H), 8.55 (d, 2H), 8.16 (dd, 1H), 8.05-8.01 (m, 2H), 7.65 (d, 1H), 5.07 (d, 2H). Starting materials: FC(C=1C=CC(=NC1)CN)(F)F ((5-(trifluoromethyl)-pyridin-2-yl)methanamine), OC=1C2=C(N=NN1)C(=CC=C2)C(=O)N (4-hydroxybenzo[d][1,2,3]-triazine-8-carboxamide). Product: FC(C=1C=CC(=NC1)CNC=1C2=C(N=NN1)C(=CC=C2)C(=O)N)(F)F (4-(((5-(trifluoromethyl)pyridin-2-yl)methyl)amino)benzo[d][1,2,3]triazine-8-carboxamide). Reaction SMILES: [F:1][C:2]([F:12])([F:11])[C:3]1[CH:4]=[CH:5][C:6]([CH2:9][NH2:10])=[N:7][CH:8]=1.O[C:14]1[C:15]2[CH:23]=[CH:22][CH:21]=[C:20]([C:24]([NH2:26])=[O:25])[C:16]=2[N:17]=[N:18][N:19]=1>>[F:12][C:2]([F:11])([F:1])[C:3]1[CH:4]=[CH:5][C:6]([CH2:9][NH:10][C:14]2[C:15]3[CH:23]=[CH:22][CH:21]=[C:20]([C:24]([NH2:26])=[O:25])[C:16]=3[N:17]=[N:18][N:19]=2)=[N:7][CH:8]=1. Reactants: CC(C)(C)C(=O)Cl, COC(=O)c1nc(Cc2ccccc2)nc(O)c1OC(=O)OC(C)(C)C, C1CCOC1, COC(=O)c1nc(Cc2ccccc2)nc(O)c1O, ClCCN1CCOCC1. Yields the product COC(=O)c1nc(Cc2ccccc2)nc(OCCN2CCOCC2)c1OC(=O)OC(C)(C)C. As a reaction SMILES: [C:46]([Cl:47])(=[O:48])[C:49]([CH3:50])([CH3:51])[CH3:52].[CH2:1]([c:2]1[cH:3][cH:4][cH:5][cH:6][cH:7]1)[c:8]1[n:9][c:10]([OH:26])[c:11]([O:18][C:19](=[O:20])[O:21][C:22]([CH3:23])([CH3:24])[CH3:25])[c:12]([C:14](=[O:15])[O:16][CH3:17])[n:13]1.[CH2:62]1[O:63][CH2:64][CH2:65][CH2:66]1.[CH3:27][O:28][C:29]([c:30]1[c:31]([OH:32])[c:33]([OH:34])[n:35][c:36]([CH2:37][c:38]2[cH:39][cH:40][cH:41][cH:42][cH:43]2)[n:44]1)=[O:45].[Cl:53][CH2:54][CH2:55][N:56]1[CH2:57][CH2:58][O:59][CH2:60][CH2:61]1>>[CH2:1]([c:2]1[cH:3][cH:4][cH:5][cH:6][cH:7]1)[c:8]1[n:9][c:10]([O:26][CH2:54][CH2:55][N:56]2[CH2:57][CH2:58][O:59][CH2:60][CH2:61]2)[c:11]([O:18][C:19](=[O:20])[O:21][C:22]([CH3:23])([CH3:24])[CH3:25])[c:12]([C:14](=[O:15])[O:16][CH3:17])[n:13]1. Reactants: O=C([O-])[O-], Cc1ccccc1, Clc1cccc(N2CCNCC2)c1, O=C1CCCN1CCCCl, [Na+], [Na+]. Yields the product O=C1CCCN1CCCN1CCN(c2cccc(Cl)c2)CC1. RXN SMILES: [C:24](=[O:25])([O-:26])[O-:27].[CH3:30][c:31]1[cH:32][cH:33][cH:34][cH:35][cH:36]1.[Cl:11][c:12]1[cH:13][cH:14][cH:15][c:16]([N:18]2[CH2:19][CH2:20][NH:21][CH2:22][CH2:23]2)[cH:17]1.[Cl:1][CH2:2][CH2:3][CH2:4][N:5]1[C:6](=[O:10])[CH2:7][CH2:8][CH2:9]1.[Na+:28].[Na+:29]>>[CH2:2]([CH2:3][CH2:4][N:5]1[C:6](=[O:10])[CH2:7][CH2:8][CH2:9]1)[N:21]1[CH2:20][CH2:19][N:18]([c:16]2[cH:15][cH:14][cH:13][c:12]([Cl:11])[cH:17]2)[CH2:23][CH2:22]1. The reactants are Ic1c[nH]c2ncccc12, CC1(C)OB(OC1(C)C)c2ccc(cc2)c3cnccn3. Reagents/catalysts: CCN=P(N=P(N(C)C)(N(C)C)N(C)C)(N(C)C)N(C)C (P2-Et), CC(C)c1cc(C(C)C)c(-c2ccccc2[PH](C(C)(C)C)(C(C)(C)C)[Pd]2(OS(C)(=O)=O)Nc3ccccc3-c3ccccc32)c(C(C)C)c1 (tBuXphos G3). The solvent is CS(C)=O (DMSO), O (water), CS(C)=O (DMSO), CS(C)=O (DMSO), CS(C)=O (DMSO). Run at time 22 hour. Yields the product c1cnc2[nH]cc(c3ccc(cc3)c4cnccn4)c2c1, Ic1c[nH]c2ncccc12, c1ccc(-c2ccccc2)cc1. The reactants are F[C@H]1C[C@H]2[C@@H]3C[C@H]([C@H](C(COC(CCCCC)=O)=O)[C@]3(C[C@@H]([C@@]2([C@]2(C=CC(C=C12)=O)C)Br)O)C)C (6α-fluoro-9α-bromo-11β-hydroxy-21-hexanoyloxy-16α-methyl-1,4-pregnadiene-3,20-dione), N1=C(C=C(C=C1C)C)C (collidine). Product: F[C@H]1CC=2[C@@H]3C[C@H]([C@H](C(COC(CCCCC)=O)=O)[C@]3(C[C@@H](C2[C@]2(C=CC(C=C12)=O)C)O)C)C (6α-fluoro-11β-hydroxy-21-hexanoyloxy-16α-methyl-1,4,8-pregnatriene-3,20-dione). RXN SMILES: [F:1][C@@H:2]1[C:29]2[C@:24]([CH3:31])([CH:25]=[CH:26][C:27](=[O:30])[CH:28]=2)[C@:23]2(Br)[C@H:4]([C@H:5]3[C@:20]([CH3:34])([CH2:21][C@@H:22]2[OH:33])[C@@H:8]([C:9](=[O:19])[CH2:10][O:11][C:12](=[O:18])[CH2:13][CH2:14][CH2:15][CH2:16][CH3:17])[C@H:7]([CH3:35])[CH2:6]3)[CH2:3]1.N1C(C)=CC(C)=CC=1C>>[F:1][C@@H:2]1[C:29]2[C@:24]([CH3:31])([CH:25]=[CH:26][C:27](=[O:30])[CH:28]=2)[C:23]2[C@@H:22]([OH:33])[CH2:21][C@@:20]3([CH3:34])[C@@H:5]([CH2:6][C@@H:7]([CH3:35])[C@@H:8]3[C:9](=[O:19])[CH2:10][O:11][C:12](=[O:18])[CH2:13][CH2:14][CH2:15][CH2:16][CH3:17])[C:4]=2[CH2:3]1. Reported procedure: 15.0 g. of 6α-fluoro-9α-bromo-11β-hydroxy-21-hexanoyloxy-16α-methyl-1,4-pregnadiene-3,20-dione is dissolved in 25 ml. of collidine and agitated for 15 minutes at 170° C. After cooling, the collidine hydrobromide is filtered off and the filtrate combined with ether until no precipitate is formed any longer. The precipitate is filtered off, and the filtrate is extracted with hydrochloric acid and sodium bicarbonate; then, it is washed neutral, dried, and concentrated. The viscous crude product amo...